Dataset: the Open Reaction Database (ORD), a public repository of structured organic reaction records. Task: describe an organic reaction: reactants, conditions, products, and yield Starting materials: CN(C)C1=CC=C2C=C(NC2=C1)C(=O)O (6-(N,N-dimethylamino)indole-2-carboxylic acid), CC(C)NC=1C(=NC=CC1)N1CCNCC1 (1-[3-(1-methylethylamino)-2-pyridinyl]piperazine), C(C)N=C=NCCCN(C)C (1-(ethyl)-3-(dimethylaminopropyl)carbodiimide). The product is CC(C)NC1=C(N=CC=C1)N2CCN(CC2)C(=O)C3=CC4=C(N3)C=C(C=C4)N(C)C (1-[6-(N,N-Dimethylamino)indolyl-2-carbonyl]-4-[3-(1-methylethylamino)-2-pyridinyl]piperazine). As a reaction SMILES: [CH3:1][N:2]([C:4]1[CH:12]=[C:11]2[C:7]([CH:8]=[C:9]([C:13]([OH:15])=O)[NH:10]2)=[CH:6][CH:5]=1)[CH3:3].[CH3:16][CH:17]([NH:19][C:20]1[C:21]([N:26]2[CH2:31][CH2:30][NH:29][CH2:28][CH2:27]2)=[N:22][CH:23]=[CH:24][CH:25]=1)[CH3:18].C(N=C=NCCCN(C)C)C>>[CH3:18][CH:17]([NH:19][C:20]1[CH:25]=[CH:24][CH:23]=[N:22][C:21]=1[N:26]1[CH2:27][CH2:28][N:29]([C:13]([C:9]2[NH:10][C:11]3[CH:12]=[C:4]([N:2]([CH3:1])[CH3:3])[CH:5]=[CH:6][C:7]=3[CH:8]=2)=[O:15])[CH2:30][CH2:31]1)[CH3:16]. Procedure details: Following the general procedure of EXAMPLE 16A and making non-critical variations but starting with 6-(N,N-dimethylamino)indole-2-carboxylic acid (PREPARATION 89, 0.40 g), 1-[3-(1-methylethylamino)-2-pyridinyl]piperazine (0.43 g) and 1-(ethyl)-3-(dimethylaminopropyl)carbodiimide (0.45 g), the title compound is obtained, mp 153°-154°. Starting materials: Nc1ncnc2c1ncn2C1OC(CO)C(O)C1F, O. Yields the product O=c1[nH]cnc2c1ncn2C1OC(CO)C(O)C1F. RXN SMILES: [NH2:1][c:2]1[c:3]2[n:4][cH:5][n:6]([CH:11]3[CH:12]([F:19])[CH:13]([OH:14])[CH:15]([CH2:17][OH:18])[O:16]3)[c:7]2[n:8][cH:9][n:10]1.[OH2:20]>>[c:2]1(=[O:20])[c:3]2[n:4][cH:5][n:6]([CH:11]3[CH:12]([F:19])[CH:13]([OH:14])[CH:15]([CH2:17][OH:18])[O:16]3)[c:7]2[n:8][cH:9][nH:10]1. Product: CN(c1nccc(-c2cnn3ncccc23)n1)C1CC1. Reaction SMILES: [CH3:22][I:23].[CH:1]1([NH:4][c:5]2[n:6][cH:7][cH:8][c:9](-[c:11]3[cH:12][n:13][n:14]4[n:15][cH:16][cH:17][cH:18][c:19]34)[n:10]2)[CH2:2][CH2:3]1.[H-:20].[Na+:21].[O:24]=[CH:25][N:26]([CH3:27])[CH3:28]>>[CH:1]1([N:4]([c:5]2[n:6][cH:7][cH:8][c:9](-[c:11]3[cH:12][n:13][n:14]4[n:15][cH:16][cH:17][cH:18][c:19]34)[n:10]2)[CH3:22])[CH2:2][CH2:3]1. The reactants are CI, c1cnn2ncc(-c3ccnc(NC4CC4)n3)c2c1, [H-], [Na+], CN(C)C=O. Reactants: ClC=1C=C(C=CC1)[C@@H]1CN(C(O1)=O)[C@H](CC1=CC(=C(C=C1)O)O)C ((R*,S*)-(±)-5-(3-chlorophenyl)-3-(2 -(3, 4-dihydroxyphenyl)-1-methylethyl)-2-oxazolidinone), BrC(C(=O)OCC)(C(=O)OCC)Br (diethyl dibromomalonate), C([O-])([O-])=O.[K+].[K+] (potassium carbonate). Reagents/catalysts: BrC(C(=O)OCC)(C(=O)OCC)Br (diethyl dibromomalonate). Solvent: CC(=O)C (acetone). Yields the product ClC=1C=C(C=CC1)[C@H]1CN(C(O1)=O)[C@@H](CC1=CC2=C(OC(O2)(C(=O)OCC)C(=O)OCC)C=C1)C ((R*,S*)-(±)-5-(2-(5-(3-chlorophenyl)-2-oxo-3-oxazolidinyl)propyl)-1,3-benzodioxole-2,2-dicarboxylic acid, diethyl ester). The yield is 66.1%. As a reaction SMILES: [Cl:1][C:2]1[CH:3]=[C:4]([C@H:8]2[O:12][C:11](=[O:13])[N:10]([C@@H:14]([CH3:24])[CH2:15][C:16]3[CH:21]=[CH:20][C:19]([OH:22])=[C:18]([OH:23])[CH:17]=3)[CH2:9]2)[CH:5]=[CH:6][CH:7]=1.Br[C:26](Br)([C:32]([O:34][CH2:35][CH3:36])=[O:33])[C:27]([O:29][CH2:30][CH3:31])=[O:28].C(=O)([O-])[O-].[K+].[K+]>BrC(Br)(C(OCC)=O)C(OCC)=O.CC(C)=O>[Cl:1][C:2]1[CH:3]=[C:4]([C@@H:8]2[O:12][C:11](=[O:13])[N:10]([C@H:14]([CH3:24])[CH2:15][C:16]3[CH:21]=[CH:20][C:19]4[O:22][C:26]([C:27]([O:29][CH2:30][CH3:31])=[O:28])([C:32]([O:34][CH2:35][CH3:36])=[O:33])[O:23][C:18]=4[CH:17]=3)[CH2:9]2)[CH:5]=[CH:6][CH:7]=1 |f:2.3.4|. Procedure details: A mixture of 0.8 g of the above oxazolidinone, 0.74 g of diethyl dibromomalonate, 1.2 g of anhydrous potassium carbonate and 20 ml of acetone are stirred overnight with the addition of a few drops of diethyl dibromomalonate. The mixture is filtered, washed with acetone and the combined filtrate and wash are evaporated to a yellow oil. The oil is purified by flash chromatography, eluting with 5 percent acetone in toluene. The pure fractions are combined and evaporated, giving 766 mg of (R*,S*)-(±...